This data is from the Open Reaction Database (ORD), a public repository of structured organic reaction records. The task is: describe an organic reaction: reactants, conditions, products, and yield Starting materials: Clc1ccc2c(Cl)ccnc2c1, Cl, Nc1cc(Cl)ccc1C(=O)O. The product is O=C(O)c1ccc(Cl)cc1Nc1ccnc2cc(Cl)ccc12. Reaction SMILES: [Cl:1][c:2]1[cH:3][cH:4][n:5][c:6]2[cH:7][c:8]([Cl:12])[cH:9][cH:10][c:11]12.[ClH:24].[NH2:13][c:14]1[c:15]([C:16](=[O:17])[OH:18])[cH:19][cH:20][c:21]([Cl:23])[cH:22]1>>[c:2]1([NH:13][c:14]2[c:15]([C:16](=[O:17])[OH:18])[cH:19][cH:20][c:21]([Cl:23])[cH:22]2)[cH:3][cH:4][n:5][c:6]2[cH:7][c:8]([Cl:12])[cH:9][cH:10][c:11]12. The reactants are ClC=1C=C(C=CC1Cl)/C=C/C(=O)N1CCNC(CC1)=O (1-[(E)-3-(3,4-dichloro-phenyl)-acryloyl]-[1,4]diazepan-5-one), Cl.Cl.N1(CCCCC1)CCCN1CCNCCC1=O (4-(3-piperidin-1-yl-propyl)-[1,4]diazepan-5-one-dihydrochloride), FC=1C=C(/C=C/C(=O)O)C=CC1F ((E)-3,4-difluorocinnamic acid), Cl.Cl.N1(CCCCC1)CCCN1CCNCCC1=O (4-(3-piperidin-1-yl-propyl)-[1,4]diazepan-5-one-dihydrochloride). The product is FC=1C=C(C=CC1F)/C=C/C(=O)N1CCN(C(CC1)=O)CCCN1CCCCC1 (1-[(E)-3-(3,4-Difluoro-phenyl)-acryloyl]-4-(3-piperidin-1-yl-propyl)-[1,4]diazepan-5-one). RXN SMILES: ClC1C=C(/C=C/C(N2CCC(=O)NCC2)=O)C=CC=1Cl.[F:21][C:22]1[CH:23]=[C:24]([CH:30]=[CH:31][C:32]=1[F:33])/[CH:25]=[CH:26]/[C:27]([OH:29])=O.Cl.Cl.[N:36]1([CH2:42][CH2:43][CH2:44][N:45]2[C:51](=[O:52])[CH2:50][CH2:49][NH:48][CH2:47][CH2:46]2)[CH2:41][CH2:40][CH2:39][CH2:38][CH2:37]1>>[F:21][C:22]1[CH:23]=[C:24](/[CH:25]=[CH:26]/[C:27]([N:48]2[CH2:49][CH2:50][C:51](=[O:52])[N:45]([CH2:44][CH2:43][CH2:42][N:36]3[CH2:37][CH2:38][CH2:39][CH2:40][CH2:41]3)[CH2:46][CH2:47]2)=[O:29])[CH:30]=[CH:31][C:32]=1[F:33] |f:2.3.4|. Procedure: In analogy to the procedure described in intermediate 1A, (E)-3,4-difluorocinnamic acid and 4-(3-piperidin-1-yl-propyl)-[1,4]diazepan-5-one-dihydrochloride (intermediate 4B, suspended in CH2Cl2 with 4 equivalent of Et3N) gave after purification on catridges, Si-Amine, 70 ml, 20 g (EtOAc) the title compound as a white powder. MS: 406.2 (MH+).